This data is from the Open Reaction Database (ORD), a public repository of structured organic reaction records. The task is: describe an organic reaction: reactants, conditions, products, and yield Starting materials: COC1=C(C=CC=C1)N(S(=O)(=O)C1=CC=C(C(=O)O)C=C1)C (4-(N-(2-methoxyphenyl)-N-methylsulfamoyl)benzoic acid), N1=C(C=CC=C1)C=1N=C(SC1)N (4-(pyridin-2-yl)thiazol-2-amine). Yields the product COC1=C(C=CC=C1)N(S(=O)(=O)C1=CC=C(C(=O)NC=2SC=C(N2)C2=NC=CC=C2)C=C1)C (4-(N-(2-methoxyphenyl)-N-methylsulfamoyl)-N-(4-(pyridin-2-yl)thiazol-2-yl)benzamide). As a reaction SMILES: [CH3:1][O:2][C:3]1[CH:8]=[CH:7][CH:6]=[CH:5][C:4]=1[N:9]([CH3:22])[S:10]([C:13]1[CH:21]=[CH:20][C:16]([C:17](O)=[O:18])=[CH:15][CH:14]=1)(=[O:12])=[O:11].[N:23]1[CH:28]=[CH:27][CH:26]=[CH:25][C:24]=1[C:29]1[N:30]=[C:31]([NH2:34])[S:32][CH:33]=1>>[CH3:1][O:2][C:3]1[CH:8]=[CH:7][CH:6]=[CH:5][C:4]=1[N:9]([CH3:22])[S:10]([C:13]1[CH:14]=[CH:15][C:16]([C:17]([NH:34][C:31]2[S:32][CH:33]=[C:29]([C:24]3[CH:25]=[CH:26][CH:27]=[CH:28][N:23]=3)[N:30]=2)=[O:18])=[CH:20][CH:21]=1)(=[O:11])=[O:12]. Procedure: 4-(N-(2-methoxyphenyl)-N-methylsulfamoyl)benzoic acid (13) (109 mg, 0.34 mmol) was treated with 4-(pyridin-2-yl)thiazol-2-amine (50 mg, 0.28 mmol) using method C. The residue was purified using flash chromatography eluting with 50-100% EtOAc in hexanes. The resulting solid was triturated with diethyl ether to give 4-(N-(2-methoxyphenyl)-N-methylsulfamoyl)-N-(4-(pyridin-2-yl)thiazol-2-yl)benzamide as an off white solid. Yield: 46 mg (34%). 1H-NMR: 8.65-8.62 (m, 1H), 8.27 (d, J=8.5 Hz, 2H), 8.03 (... The reactants are [Br-], C1CCOC1, CON(C)C(=O)C1CC(=O)N(c2cccc(C(F)(F)F)c2)C1, C[Mg+]. The product is CC(=O)C1CC(=O)N(c2cccc(C(F)(F)F)c2)C1. As a reaction SMILES: [Br-:23].[CH2:26]1[O:27][CH2:28][CH2:29][CH2:30]1.[CH3:1][O:2][N:3]([C:4](=[O:5])[CH:6]1[CH2:7][N:8]([c:12]2[cH:13][c:14]([C:18]([F:19])([F:20])[F:21])[cH:15][cH:16][cH:17]2)[C:9](=[O:11])[CH2:10]1)[CH3:22].[CH3:24][Mg+:25]>>[C:4](=[O:5])([CH:6]1[CH2:7][N:8]([c:12]2[cH:13][c:14]([C:18]([F:19])([F:20])[F:21])[cH:15][cH:16][cH:17]2)[C:9](=[O:11])[CH2:10]1)[CH3:24]. Yield: 19.1%. Reported procedure: The product from Example 10B (60 mg, 0.25 mmol), (3,5-difluorophenyl)acetic acid (51 mg, 0.30 mmol), 1-hydroxybenzotriazole hydrate (HOBT, 76 mg, 0.49 mmol), EDC (95 mg, 0.49 mmol), and DMAP (3.0 mg, 0.025 mmol) were combined in pyridine (3 mL). The mixture was stirred at room temperature for 12 hours. The mixture was concentrated to dryness. The residue was dissolved in EtOAc and washed with NaHCO3, dried (Na2SO4), filtered, and concentrated. The residue was purified by preparative HPLC [Phenom... As a reaction SMILES: [NH2:1][N:2]1[N:11]=[C:10]([C:12]2[S:13][CH:14]=[CH:15][CH:16]=2)[C:9]2[C:4](=[CH:5][CH:6]=[CH:7][CH:8]=2)[C:3]1=[O:17].[F:18][C:19]1[CH:20]=[C:21]([CH2:26][C:27](O)=[O:28])[CH:22]=[C:23]([F:25])[CH:24]=1.O.ON1C2C=CC=CC=2N=N1.C(Cl)CCl>CN(C1C=CN=CC=1)C.N1C=CC=CC=1>[F:18][C:19]1[CH:20]=[C:21]([CH2:26][C:27]([NH:1][N:2]2[N:11]=[C:10]([C:12]3[S:13][CH:14]=[CH:15][CH:16]=3)[C:9]3[C:4](=[CH:5][CH:6]=[CH:7][CH:8]=3)[C:3]2=[O:17])=[O:28])[CH:22]=[C:23]([F:25])[CH:24]=1 |f:2.3|. Solvent: N1=CC=CC=C1 (pyridine). Reactants: NN1C(C2=CC=CC=C2C(=N1)C=1SC=CC1)=O (2-amino-4-(thiophen-2-yl)phthalazin-1(2H)-one), C(CCl)Cl (EDC), FC=1C=C(C=C(C1)F)CC(=O)O ((3,5-difluorophenyl)acetic acid), O.ON1N=NC2=C1C=CC=C2 (1-hydroxybenzotriazole hydrate). Conditions: time 12 hour. Product: FC=1C=C(C=C(C1)F)CC(=O)NN1C(C2=CC=CC=C2C(=N1)C=1SC=CC1)=O (2-(3,5-difluorophenyl)-N-[1-oxo-4-(thiophen-2-yl)phthalazin-2(1H)-yl]acetamide). Reagents/catalysts: CN(C)C=1C=CN=CC1 (DMAP).